This data is from the Open Reaction Database (ORD), a public repository of structured organic reaction records. The task is: describe an organic reaction: reactants, conditions, products, and yield As a reaction SMILES: Cl[CH2:2][CH2:3][OH:4].C(=O)([O-])[O-].[K+].[K+].[I-].[Na+].[C:13]([CH:16]1[CH2:21][CH2:20][NH:19][CH2:18][CH2:17]1)(=[O:15])[NH2:14]>C(O)C>[OH:4][CH2:3][CH2:2][N:19]1[CH2:20][CH2:21][CH:16]([C:13](=[O:15])[NH2:14])[CH2:17][CH2:18]1 |f:1.2.3,4.5|. Run in C(C)O (ethanol). Procedure details: 2-Chloroethanol (23.9 ml), potassium carbonate (82.0 g) and sodium iodide (4.5 g) were added to an ethanol solution (500 ml) of 4-carbamoylpiperidine (35 g), followed by refluxing for 20 hours. After allowing the reaction mixture to cool down to room temperature, it was filtered through Celite (trade mark). The filtrate was concentrated under reduced pressure. After washing the residue, it was dried to obtain 46.6 g of the desired product. Reactants: ClCCO (2-Chloroethanol), C([O-])([O-])=O.[K+].[K+] (potassium carbonate), [I-].[Na+] (sodium iodide), C(N)(=O)C1CCNCC1 (4-carbamoylpiperidine). The product is OCCN1CCC(CC1)C(N)=O (N-(2Hydroxyethyl)-4-carbamoylpiperidine). Reactants: C([O-])(O)=O.[Na+] (sodium bicarbonate), [H-].[Na+] (sodium hydride), BrCCCCBr (1,4-dibromobutane), C(CO)(=O)OCC (ethyl glycolate). The solvent is CN(C)C=O (DMF). Run at time 1 hour. Product: C(C)OC(COCCCCBr)=O ((4-Bromo-butoxy)-acetic Acid Ethyl Ester). RXN SMILES: [H-].[Na+].[C:3]([O:7][CH2:8][CH3:9])(=[O:6])[CH2:4][OH:5].[Br:10][CH2:11][CH2:12][CH2:13][CH2:14]Br.C(=O)(O)[O-].[Na+]>CN(C=O)C>[CH2:8]([O:7][C:3](=[O:6])[CH2:4][O:5][CH2:14][CH2:13][CH2:12][CH2:11][Br:10])[CH3:9] |f:0.1,4.5|. Reported procedure: To a solution of sodium hydride in 40 mL DMF stirred at 0° C. was slowly added ethyl glycolate (5 g, 48 mmol). After 1 hour, 1,4-dibromobutane (8.6 mL, 72 mmol) was added, and the mixture was stirred for an additional 2 hours. The reaction was allowed to warm to room temperature for an additional 3 hours. A sodium bicarbonate solution was added, and the organic layer was dried over anhydrous sodium sulfate, concentrated and the residue was purified by chromatography to afford a colorless oil. The reactants are COC(C1=CN=C(C=C1Cl)C1=C(C=CC=C1CC)CC)=O (4-chloro-6-(2,6-diethyl-phenyl)-nicotinic acid methyl ester), B(CC)(CC)CC (Et3B), C(=O)([O-])[O-].[Na+].[Na+] (Na2CO3), CCCCCC (hexane). The reagents and catalysts are C=1C=CC(=CC1)[P](C=2C=CC=CC2)(C=3C=CC=CC3)[Pd]([P](C=4C=CC=CC4)(C=5C=CC=CC5)C=6C=CC=CC6)([P](C=7C=CC=CC7)(C=8C=CC=CC8)C=9C=CC=CC9)[P](C=1C=CC=CC1)(C=1C=CC=CC1)C=1C=CC=CC1 (Pd(PPh3)4). Solvent: C1(=CC=CC=C1)C (toluene). Reaction conditions: temperature 80 celsius. Yields the product COC(C1=CN=C(C=C1CC)C1=C(C=CC=C1CC)CC)=O (6-(2,6-diethyl-phenyl)-4-ethyl-nicotinic acid methyl ester). As a reaction SMILES: [CH3:1][O:2][C:3](=[O:21])[C:4]1[C:9](Cl)=[CH:8][C:7]([C:11]2[C:16]([CH2:17][CH3:18])=[CH:15][CH:14]=[CH:13][C:12]=2[CH2:19][CH3:20])=[N:6][CH:5]=1.B(CC)(CC)[CH2:23][CH3:24].C([O-])([O-])=O.[Na+].[Na+].CCCCCC>C1(C)C=CC=CC=1.C1C=CC([P]([Pd]([P](C2C=CC=CC=2)(C2C=CC=CC=2)C2C=CC=CC=2)([P](C2C=CC=CC=2)(C2C=CC=CC=2)C2C=CC=CC=2)[P](C2C=CC=CC=2)(C2C=CC=CC=2)C2C=CC=CC=2)(C2C=CC=CC=2)C2C=CC=CC=2)=CC=1>[CH3:1][O:2][C:3](=[O:21])[C:4]1[C:9]([CH2:23][CH3:24])=[CH:8][C:7]([C:11]2[C:16]([CH2:17][CH3:18])=[CH:15][CH:14]=[CH:13][C:12]=2[CH2:19][CH3:20])=[N:6][CH:5]=1 |f:2.3.4,^1:51,53,72,91|. Procedure: A mixture of 4-chloro-6-(2,6-diethyl-phenyl)-nicotinic acid methyl ester (2.5 g, 8.2 mmol), Et3B (1M in Hexane, 49 mL, 49 mmol), Na2CO3 (2M in H2O, 12.3 mL) and Pd(PPh3)4 (500 mg) in toluene (36 mL) is heated at 80° C. under argon for 2 days. On cooling, hexane (50 mL) is added and the organic layer separated. The organic layer is washed with saturated Na2CO3 and water, dried (Na2SO4), and concentrated. The residue is purified by silica gel chromatography (hexane/EtOAc 4:1) to give 6-(2,6-diethy... Isolated yield 50.7%. Reaction conditions: temperature 40 celsius, time 2 minute. The reagents and catalysts are CC1=C([P](C2=C(C)C=CC=C2)([Pd]([P](C3=C(C)C=CC=C3)(C4=C(C)C=CC=C4)C(C=CC=C5)=C5C)(Cl)Cl)C6=C(C)C=CC=C6)C=CC=C1 (Pd((o-tol)3P)2Cl2), [Zn] (zinc). Procedure details: To an oven-dried flask containing a magnetic stir bar was added freshly ground zinc dust (149 mg, 2.28 mmol) and a small volume of DMF (100 μL) was added to just cover the dust. Iodine (57 mg, 0.23 mmol) was added and the mixture stirred for 2 min and then warmed to 40° C. A solution of (3S,6S,7R,8R)-3-(tert-butoxycarbonylamino)-8-(2-iodoethyl)-6-methyl-4,9-dioxo-1,5-dioxonan-7-yl isobutyrate (200 mg, 0.38 mmol) in DMF (1 mL) was added slowly at 40° C. After 15 min, the reaction mixture was cool... The solvent is CN(C)C=O (DMF), CN(C)C=O (DMF), CN(C)C=O (DMF), CCOC(=O)C (EtOAc). Reactants: FC1=CC=C(C=C1)I (1-fluoro-4-iodobenzene), II (Iodine), C(C(C)C)(=O)O[C@H]1[C@@H](OC([C@H](COC([C@@H]1CCI)=O)NC(=O)OC(C)(C)C)=O)C ((3S,6S,7R,8R)-3-(tert-butoxycarbonylamino)-8-(2-iodoethyl)-6-methyl-4,9-dioxo-1,5-dioxonan-7-yl isobutyrate). Reaction SMILES: II.[C:3]([O:8][C@@H:9]1[C@@H:17]([CH2:18][CH2:19]I)[C:16](=[O:21])[O:15][CH2:14][C@H:13]([NH:22][C:23]([O:25][C:26]([CH3:29])([CH3:28])[CH3:27])=[O:24])[C:12](=[O:30])[O:11][C@H:10]1[CH3:31])(=[O:7])[CH:4]([CH3:6])[CH3:5].F[C:33]1[CH:38]=[CH:37][C:36](I)=[CH:35][CH:34]=1>CN(C=O)C.CCOC(C)=O.[Zn].CC1C=CC=CC=1[P](C1C=CC=CC=1C)([Pd](Cl)(Cl)[P](C1=C(C)C=CC=C1)(C1C=CC=CC=1C)C1C=CC=CC=1C)C1C=CC=CC=1C>[C:3]([O:8][C@@H:9]1[C@@H:17]([CH2:18][CH2:19][C:33]2[CH:38]=[CH:37][CH:36]=[CH:35][CH:34]=2)[C:16](=[O:21])[O:15][CH2:14][C@H:13]([NH:22][C:23]([O:25][C:26]([CH3:29])([CH3:28])[CH3:27])=[O:24])[C:12](=[O:30])[O:11][C@H:10]1[CH3:31])(=[O:7])[CH:4]([CH3:6])[CH3:5] |^1:58,69|. The product is C(C(C)C)(=O)O[C@H]1[C@@H](OC([C@H](COC([C@@H]1CCC1=CC=CC=C1)=O)NC(=O)OC(C)(C)C)=O)C ((3S,6S,7R,8R)-3-(tert-butoxycarbonylamino)-6-methyl-4,9-dioxo-8-phenethyl-1,5-dioxonan-7-yl isobutyrate). Reactants: C1CCOC1, CCOC(=O)CSc1nnc(C(F)F)n1-c1ccc(CC)c2ccccc12, [Li+], [OH-], O. Product: CCc1ccc(-n2c(SCC(=O)O)nnc2C(F)F)c2ccccc12. As a reaction SMILES: [CH2:30]1[O:31][CH2:32][CH2:33][CH2:34]1.[F:3][CH:4]([c:5]1[n:6](-[c:17]2[cH:18][cH:19][c:20]([CH2:27][CH3:28])[c:21]3[cH:22][cH:23][cH:24][cH:25][c:26]23)[c:7]([S:10][CH2:11][C:12](=[O:13])[O:14][CH2:15][CH3:16])[n:8][n:9]1)[F:29].[Li+:1].[OH-:2].[OH2:35]>>[F:3][CH:4]([c:5]1[n:6](-[c:17]2[cH:18][cH:19][c:20]([CH2:27][CH3:28])[c:21]3[cH:22][cH:23][cH:24][cH:25][c:26]23)[c:7]([S:10][CH2:11][C:12](=[O:13])[OH:14])[n:8][n:9]1)[F:29]. Reactants: BrC1=CC=C(C=C1)C(CCCBr)Br (1-bromo-4-(1,4-dibromobutyl)benzene), C(C)(C)(C)OC(=O)N1C(N(C(C1)=O)C1=CC(=CC(=C1)Cl)Cl)=S (3-(3,5-dichlorophenyl)-4-oxo-2-thioxoimidazolidine-1-carboxylic acid tert-butyl ester). The product is C(C)(C)(C)OC(=O)N1C(N(C([C@@]12[C@@H](CCC2)C2=CC=C(C=C2)Br)=O)C2=CC(=CC(=C2)Cl)Cl)=S ((5R*,6S*)-6-(4-bromophenyl)-3-(3,5-dichlorophenyl)-4-oxo-2-thioxo-1,3-diazaspiro[4.4]nonane-1-carboxylic acid tert-butyl ester). RXN SMILES: [Br:1][C:2]1[CH:7]=[CH:6][C:5]([CH:8](Br)[CH2:9][CH2:10][CH2:11]Br)=[CH:4][CH:3]=1.[C:14]([O:18][C:19]([N:21]1[CH2:25][C:24](=[O:26])[N:23]([C:27]2[CH:32]=[C:31]([Cl:33])[CH:30]=[C:29]([Cl:34])[CH:28]=2)[C:22]1=[S:35])=[O:20])([CH3:17])([CH3:16])[CH3:15]>>[C:14]([O:18][C:19]([N:21]1[C@@:25]2([CH2:11][CH2:10][CH2:9][C@H:8]2[C:5]2[CH:4]=[CH:3][C:2]([Br:1])=[CH:7][CH:6]=2)[C:24](=[O:26])[N:23]([C:27]2[CH:32]=[C:31]([Cl:33])[CH:30]=[C:29]([Cl:34])[CH:28]=2)[C:22]1=[S:35])=[O:20])([CH3:17])([CH3:15])[CH3:16]. Procedure details: Using the same procedure as in Example 1 starting from 1-bromo-4-(1,4-dibromobutyl)benzene (423 mg, 1.1 mmol) (Preparation 4) and 3-(3,5-dichlorophenyl)-4-oxo-2-thioxoimidazolidine-1-carboxylic acid tert-butyl ester (361 mg, 1 mmol) (Preparation 9), (5R*,6S*)-6-(4-bromophenyl)-3-(3,5-dichlorophenyl)-4-oxo-2-thioxo-1,3-diazaspiro[4.4]nonane-1-carboxylic acid tert-butyl ester was obtained (54 mg) as a white solid. 1H NMR (CDCl3): 7.49 (2H, d, J=8.4 Hz), 7.33 (1H, m), 7.09 (2H, d, J=8.4 Hz), 6.22 (... The product is NC(=O)Nc1ccccc1-c1cccc(C(=O)O)c1. Starting materials: NC(=O)Nc1ccccc1Br, O=C(O)c1cccc(B(O)O)c1, CCO, Cc1ccccc1, [Na+], [Na+], O=C([O-])[O-], O, c1ccc(P(c2ccccc2)(c2ccccc2)[Pd](P(c2ccccc2)(c2ccccc2)c2ccccc2)(P(c2ccccc2)(c2ccccc2)c2ccccc2)P(c2ccccc2)(c2ccccc2)c2ccccc2)cc1. RXN SMILES: [Br:13][c:14]1[c:15]([NH:20][C:21](=[O:22])[NH2:23])[cH:16][cH:17][cH:18][cH:19]1.[C:1](=[O:2])([OH:3])[c:4]1[cH:5][c:6]([B:10]([OH:11])[OH:12])[cH:7][cH:8][cH:9]1.[CH3:115][CH2:116][OH:117].[CH3:30][c:31]1[cH:32][cH:33][cH:34][cH:35][cH:36]1.[Na+:24].[Na+:25].[O-:26][C:27](=[O:28])[O-:29].[OH2:114].[cH:37]1[cH:38][cH:39][c:40]([P:41]([Pd:42]([P:43]([c:44]2[cH:45][cH:46][cH:47][cH:48][cH:49]2)([c:50]2[cH:51][cH:52][cH:53][cH:54][cH:55]2)[c:56]2[cH:57][cH:58][cH:59][cH:60][cH:61]2)([P:62]([c:63]2[cH:64][cH:65][cH:66][cH:67][cH:68]2)([c:69]2[cH:70][cH:71][cH:72][cH:73][cH:74]2)[c:75]2[cH:76][cH:77][cH:78][cH:79][cH:80]2)[P:81]([c:82]2[cH:83][cH:84][cH:85][cH:86][cH:87]2)([c:88]2[cH:89][cH:90][cH:91][cH:92][cH:93]2)[c:94]2[cH:95][cH:96][cH:97][cH:98][cH:99]2)([c:100]2[cH:101][cH:102][cH:103][cH:104][cH:105]2)[c:106]2[cH:107][cH:108][cH:109][cH:110][cH:111]2)[cH:112][cH:113]1>>[C:1](=[O:2])([OH:3])[c:4]1[cH:5][c:6](-[c:14]2[c:15]([NH:20][C:21](=[O:22])[NH2:23])[cH:16][cH:17][cH:18][cH:19]2)[cH:7][cH:8][cH:9]1.